Dataset: the Open Reaction Database (ORD), a public repository of structured organic reaction records. Task: describe an organic reaction: reactants, conditions, products, and yield Starting materials: CC1(C)C(C=C(Cl)Cl)C1C(=O)Cl, OCc1cccc(Oc2ccc(Cl)cc2)c1, c1ccncc1, c1ccccc1. The product is CC1(C)C(C=C(Cl)Cl)C1C(=O)OCc1cccc(Oc2ccc(Cl)cc2)c1. Reaction SMILES: [CH3:1][C:2]1([CH3:12])[CH:3]([C:9](=[O:10])[Cl:11])[CH:4]1[CH:5]=[C:6]([Cl:7])[Cl:8].[Cl:13][c:14]1[cH:15][cH:16][c:17]([O:18][c:19]2[cH:20][c:21]([CH2:22][OH:23])[cH:24][cH:25][cH:26]2)[cH:27][cH:28]1.[cH:29]1[cH:30][cH:31][n:32][cH:33][cH:34]1.[cH:35]1[cH:36][cH:37][cH:38][cH:39][cH:40]1>>[CH3:1][C:2]1([CH3:12])[CH:3]([C:9](=[O:10])[O:23][CH2:22][c:21]2[cH:20][c:19]([O:18][c:17]3[cH:16][cH:15][c:14]([Cl:13])[cH:28][cH:27]3)[cH:26][cH:25][cH:24]2)[CH:4]1[CH:5]=[C:6]([Cl:7])[Cl:8]. Starting materials: N[C@@H](CC1=CC=CC=C1)C(=O)O (Phenylalanine), C(C(CO)(CO)N)O.Cl (Tris·HCl), N[C@@H](CC1=CC=CC=C1)C(=O)O (phenylalanine), N[C@@H](CC1=CC=CC=C1)C(=O)O (phenylalanine), N1=C(N)NC(=O)C2=NC=CN=C12 (pterin). Run in CC1(CNC2=C(N1)C(=O)N=C(N2)N)C (6,6-Me2PH4), CC1(CNC2=C(N1)C(=O)N=C(N2)N)C (6,6-Me2PH4). Conditions: time 2 minute. Yields the product N[C@@H](CC1=CC=C(C=C1)O)C(=O)O (tyrosine). RXN SMILES: [NH2:1][C@H:2]([C:10]([OH:12])=[O:11])[CH2:3][C:4]1[CH:9]=[CH:8][CH:7]=[CH:6][CH:5]=1.C(O)C(N)(CO)C[OH:16].Cl.N1C2C(=NC=CN=2)C(=O)NC=1N>CC1(C)NC2C(N=C(N)NC=2NC1)=O>[NH2:1][C@H:2]([C:10]([OH:12])=[O:11])[CH2:3][C:4]1[CH:9]=[CH:8][C:7]([OH:16])=[CH:6][CH:5]=1 |f:1.2|. Procedure: Absorbance Spectrum of Quinoid-6,6-Me2PH2Generated by Phenylalanine Hydroxylase. Spectra were taken of the q-6,6-Me2PH2 synthesized enzymatically from 6,6-Me2PH4, and a comparison made with the chemically produced compound. The spectrophotometer was baseline corrected with sample and reference cuvettes containing all of the reaction components (0.1M Tris·HCl, pH 7.4, 4 mM phenylalanine, 2500 units catalase, 0.3 unit phenylalanine hydroxylase) except pterin in a total volume of 0.99 ml. 6,6-Me2PH... The reactants are CS(=O)(=O)Cl, CCN(C(C)C)C(C)C, ClCCl, OCc1ccnc(-c2ccc(C(F)(F)F)cc2)n1. The product is NCc1ccnc(-c2ccc(C(F)(F)F)cc2)n1. RXN SMILES: [CH3:28][S:29](=[O:30])(=[O:31])[Cl:32].[CH:19]([N:22]([CH:20]([CH3:21])[CH3:23])[CH2:24][CH3:25])([CH3:26])[CH3:27].[Cl:33][CH2:34][Cl:35].[F:1][C:2]([c:3]1[cH:4][cH:5][c:6](-[c:9]2[n:10][cH:11][cH:12][c:13]([CH2:15][OH:16])[n:14]2)[cH:7][cH:8]1)([F:17])[F:18]>>[F:1][C:2]([c:3]1[cH:4][cH:5][c:6](-[c:9]2[n:10][cH:11][cH:12][c:13]([CH2:15][NH2:22])[n:14]2)[cH:7][cH:8]1)([F:17])[F:18].